This data is from the Open Reaction Database (ORD), a public repository of structured organic reaction records. The task is: describe an organic reaction: reactants, conditions, products, and yield Reactants: ClC1=CC2=C(NC3=C2CNCC3)N=C1 (3-Chloro-6,7,8,9-tetrahydro-5H-dipyrido[2,3-b;3′,4′-d]pyrrole), [Na+].[I-] (NaI), Cl.C(C)N(CCCl)CC (2-diethylaminoethyl chloride hydrochloride), C(=O)([O-])[O-].[K+].[K+] (K2CO3), Cl (HCl), CCOCC (ether). Solvent: O (H2O), CN(C)C=O (DMF). Run at time 8 hour. Yields the product Cl.ClC1=CC2=C(NC3=C2CN(CC3)CCN(CC)CC)N=C1 ([2-(3-Chloro-5,7,8,9-tetrahydro-dipyrido[2,3-b;3′,4′-d]pyrrol-6-yl)-ethyl]-diethyl-amine.Hydrochloride Salt). Isolated yield 65.5%. RXN SMILES: [Cl:1][C:2]1[CH:14]=[N:13][C:5]2[NH:6][C:7]3[CH2:12][CH2:11][NH:10][CH2:9][C:8]=3[C:4]=2[CH:3]=1.Cl.[CH2:16]([N:18]([CH2:22][CH3:23])[CH2:19][CH2:20]Cl)[CH3:17].C([O-])([O-])=O.[K+].[K+].[Na+].[I-].Cl.CCOCC>CN(C=O)C.O>[ClH:1].[Cl:1][C:2]1[CH:14]=[N:13][C:5]2[NH:6][C:7]3[CH2:12][CH2:11][N:10]([CH2:17][CH2:16][N:18]([CH2:22][CH3:23])[CH2:19][CH3:20])[CH2:9][C:8]=3[C:4]=2[CH:3]=1 |f:1.2,3.4.5,6.7,12.13|. Procedure: 3-Chloro-6,7,8,9-tetrahydro-5H-dipyrido[2,3-b;3′,4′-d]pyrrole (100 mg, 0.48 mmol), 2-diethylaminoethyl chloride hydrochloride (91 mg, 0.53 mmol), K2CO3 (0.08 mL, 1.44 mmol), and NaI (0.02 mL, 0.53 mmol) were suspended in DMF (2 mL), and stirred overnight at room temperature. The reaction solution was diluted with H2O, and extracted with EtOAc. The organic extracts were washed with brine, dried over MgSO4, filtered, and concentrated. The crude product was converted into the HCl salt by dissolving... Reactants: [BH3-]C#N, CCOc1cc(CN2CCC(NC(=O)c3cc(CO)cc(OC)c3)CC2)cc(OCC)c1F, CCN(C(C)C)C(C)C, CCO, CC(=O)O, CC(C)Oc1cc(C=O)cc(OC(C)C)c1, [Na+]. Product: COc1cc(CO)cc(C(=O)NC2CCN(C(=O)c3cc(OC(C)C)cc(OC(C)C)c3)CC2)c1. RXN SMILES: [C:50]([BH3-:51])#[N:52].[CH2:1]([O:2][c:3]1[cH:4][c:5]([CH2:32][N:8]2[CH2:9][CH2:10][CH:11]([NH:14][C:15]([c:16]3[cH:17][c:18]([CH2:24][OH:25])[cH:19][c:20]([O:22][CH3:23])[cH:21]3)=[O:26])[CH2:12][CH2:13]2)[cH:6][c:7]([O:27][CH2:28][CH3:29])[c:30]1[F:31])[CH3:33].[CH2:54]([N:55]([CH:56]([CH3:57])[CH3:58])[CH:59]([CH3:60])[CH3:61])[CH3:62].[CH3:63][CH2:64][OH:65].[CH3:66][C:67](=[O:68])[OH:69].[CH:34]([CH3:35])([CH3:36])[O:37][c:38]1[cH:39][c:40]([CH:41]=[O:42])[cH:43][c:44]([O:46][CH:47]([CH3:48])[CH3:49])[cH:45]1.[Na+:53]>>[N:8]1([C:41]([c:40]2[cH:39][c:38]([O:37][CH:34]([CH3:35])[CH3:36])[cH:45][c:44]([O:46][CH:47]([CH3:48])[CH3:49])[cH:43]2)=[O:42])[CH2:9][CH2:10][CH:11]([NH:14][C:15]([c:16]2[cH:17][c:18]([CH2:24][OH:25])[cH:19][c:20]([O:22][CH3:23])[cH:21]2)=[O:26])[CH2:12][CH2:13]1. The reactants are C(C)(=O)C=1C=C2C(N=C(NC2=CC1)CCCC)=O (6-acetyl-2-butyl-4(1H)-quinazolinone), C[Mg]Br (methylmagnesium bromide). Solvent: O1CCCC1 (tetrahydrofuran), C(C)OCC (diethyl ether). Run at temperature 0 celsius, time 0.5 hour. Yields the product C(CCC)C=1NC2=CC=C(C=C2C(N1)=O)C(C)(C)O (2-Butyl-6-(1-hydroxy-1-methylethyl)-4(1H)-quinazolinone). Reaction SMILES: [C:1]([C:4]1[CH:5]=[C:6]2[C:11](=[CH:12][CH:13]=1)[NH:10][C:9]([CH2:14][CH2:15][CH2:16][CH3:17])=[N:8][C:7]2=[O:18])(=[O:3])[CH3:2].[CH3:19][Mg]Br>O1CCCC1.C(OCC)C>[CH2:14]([C:9]1[NH:10][C:11]2[C:6]([C:7](=[O:18])[N:8]=1)=[CH:5][C:4]([C:1]([OH:3])([CH3:19])[CH3:2])=[CH:13][CH:12]=2)[CH2:15][CH2:16][CH3:17]. Procedure details: To a solution of 4.00 g 6-acetyl-2-butyl-4(1H)-quinazolinone in 250 ml of dry tetrahydrofuran, cooled to 0° C., is added dropwise 16.4 ml of 3.0M methylmagnesium bromide in diethyl ether. The reaction is stirred at 0° C. for 0.5 hours and then allowed to warm to room temperature followed by quenching with 100 ml of saturated ammonium chloride solution. The mixture is diluted with 50 ml of water and extracted with ethyl acetate. The combined organic layers are washed with brine, dried over anhydr... The reactants are ClC1=C(C(CN2C=NC=C2)OCC2=C(C=C(C=C2)Cl)Cl)C=CC(=C1)Cl (1-[2,4-dichloro-β-(2,4-dichlorobenzyloxy)phenethyl]imidazole), C(CCCCCCC)Br (n-octyl bromide). RXN SMILES: [Cl:1][C:2]1[CH:24]=[C:23]([Cl:25])[CH:22]=[CH:21][C:3]=1[CH:4]([O:11][CH2:12][C:13]1[CH:18]=[CH:17][C:16]([Cl:19])=[CH:15][C:14]=1[Cl:20])[CH2:5][N:6]1[CH:10]=[CH:9][N:8]=[CH:7]1.[CH2:26]([Br:34])[CH2:27][CH2:28][CH2:29][CH2:30][CH2:31][CH2:32][CH3:33]>>[Br-:34].[Cl:1][C:2]1[CH:24]=[C:23]([Cl:25])[CH:22]=[CH:21][C:3]=1[CH:4]([O:11][CH2:12][C:13]1[CH:18]=[CH:17][C:16]([Cl:19])=[CH:15][C:14]=1[Cl:20])[CH2:5][N+:6]1[CH:10]=[CH:9][N:8]([CH2:26][CH2:27][CH2:28][CH2:29][CH2:30][CH2:31][CH2:32][CH3:33])[CH:7]=1 |f:2.3|. Yields the product [Br-].ClC1=C(C(C[N+]2=CN(C=C2)CCCCCCCC)OCC2=C(C=C(C=C2)Cl)Cl)C=CC(=C1)Cl (1-[2,4-dichloro-β-(2,4-dichlorobenzyloxy)phenethyl]-3-n-octylimidazolium bromide). Procedure details: mp. 141.5°-143° C., from 1-[2,4-dichloro-β-(2,4-dichlorobenzyloxy)phenethyl]imidazole and n-octyl bromide after an overnight reflux. Starting materials: C1(CC1)COC1=CC2=C(N=CO2)C=C1 (6-(cyclopropylmethoxy)-1,3-benzoxazole), BrC1=CC=C(C=N1)OC[C@H](C)NC(OC(C)(C)C)=O (tert-butyl {(1S)-2-[(6-bromopyridin-3-yl)oxy]-1-methylethyl}carbamate), C(CCC)P(C12CC3CC(CC(C1)C3)C2)C23CC1CC(CC(C2)C1)C3 (butyldi(1-adamantyl)phosphine), P(=O)([O-])([O-])[O-].[K+].[K+].[K+] (tripotassium phosphate). The reagents and catalysts are C(C)(=O)[O-].[Pd+2].C(C)(=O)[O-] (palladium(II) acetate). Solvent: CN1C(CCC1)=O (N-methylpyrrolidone). Conditions: temperature 125 celsius, time 15 hour. Yields the product C1(CC1)COC1=CC2=C(N=C(O2)C2=CC=C(C=N2)OC[C@H](C)NC(OC(C)(C)C)=O)C=C1 (tert-butyl [(1S)-2-({6-[6-(cyclopropylmethoxy)-1,3-benzoxazol-2-yl]pyridin-3-yl}oxy)-1-methylethyl]carbamate). Yield: 34.4%. Reaction SMILES: [CH:1]1([CH2:4][O:5][C:6]2[CH:14]=[CH:13][C:9]3[N:10]=[CH:11][O:12][C:8]=3[CH:7]=2)[CH2:3][CH2:2]1.Br[C:16]1[N:21]=[CH:20][C:19]([O:22][CH2:23][C@@H:24]([NH:26][C:27](=[O:33])[O:28][C:29]([CH3:32])([CH3:31])[CH3:30])[CH3:25])=[CH:18][CH:17]=1.C(P(C12CC3CC(CC(C3)C1)C2)C12CC3CC(CC(C3)C1)C2)CCC.P([O-])([O-])([O-])=O.[K+].[K+].[K+]>C([O-])(=O)C.[Pd+2].C([O-])(=O)C.CN1CCCC1=O>[CH:1]1([CH2:4][O:5][C:6]2[CH:14]=[CH:13][C:9]3[N:10]=[C:11]([C:16]4[N:21]=[CH:20][C:19]([O:22][CH2:23][C@@H:24]([NH:26][C:27](=[O:33])[O:28][C:29]([CH3:32])([CH3:31])[CH3:30])[CH3:25])=[CH:18][CH:17]=4)[O:12][C:8]=3[CH:7]=2)[CH2:2][CH2:3]1 |f:3.4.5.6,7.8.9|. Procedure details: A mixture of 6-(cyclopropylmethoxy)-1,3-benzoxazole (500 mg), tert-butyl {(1S)-2-[(6-bromopyridin-3-yl)oxy]-1-methylethyl}carbamate (1.31 g), palladium(II) acetate (29 mg), butyldi(1-adamantyl)phosphine (93 mg), tripotassium phosphate (1.12 g) and N-methylpyrrolidone (12 mL) was stirred under an argon atmosphere at 125° C. for 15 hr. The reaction mixture was allowed to cool to room temperature, and filtered through celite. The filtrate was diluted with ethyl acetate and water, and the organic la... Reagents/catalysts: [Zn] (zinc). Procedure: To a solution of 5-bromo-3-fluoro-2-nitro-phenylamine (2 g, 8.5 mmol), NH4Cl (6.81 g, 127.6 mmol), acetone (100 mL) and water (20 mL), was added zinc powder portion-wise (three equal portions over 5 minutes) (8.34 g, 127.6 mmol) at 0° C. The mixture was stirred for 2 h then warmed to 23° C. The mixture was filtered through Celite® and the solvents were concentrated under reduced pressure. The mixture was re-dissolved in EtOAc/DCM and filtered a second time through Celite® and the solvents were e... The product is BrC1=CC(=C(C(=C1)N)N)F (5-Bromo-3-fluoro-benzene-1,2-diamine). Run at temperature 23 celsius, time 2 hour. Reaction SMILES: [Br:1][C:2]1[CH:3]=[C:4]([F:12])[C:5]([N+:9]([O-])=O)=[C:6]([NH2:8])[CH:7]=1.[NH4+].[Cl-].CC(C)=O>[Zn].O>[Br:1][C:2]1[CH:7]=[C:6]([NH2:8])[C:5]([NH2:9])=[C:4]([F:12])[CH:3]=1 |f:1.2|. Reactants: BrC=1C=C(C(=C(C1)N)[N+](=O)[O-])F (5-bromo-3-fluoro-2-nitro-phenylamine), [NH4+].[Cl-] (NH4Cl), CC(=O)C (acetone). Solvent: O (water). Reactants: N[C@H]1CN2CCC1CC2 ((R)-3-aminoquinuclidine), CO (MeOH), TEA, FC1=CC=C(OC2=CC=C(C(=O)O)C=C2)C=C1 (4-(4-fluorophenoxy)benzoic Acid), C1(=CC=CC=C1)OP(=O)(OC1=CC=CC=C1)Cl (Diphenylchlorophosphate). Solvent: C(Cl)Cl (CH2Cl2). Run at time 30 minute. The product is N12C[C@@H](C(CC1)CC2)NC(C2=CC=C(C=C2)OC2=CC=C(C=C2)F)=O (N-[(3R)-1-azabicyclo[2.2.2]oct-3-yl]-4-(4-fluorophenoxy)benzamide). The yield is 85.2%. RXN SMILES: [F:1][C:2]1[CH:17]=[CH:16][C:5]([O:6][C:7]2[CH:15]=[CH:14][C:10]([C:11]([OH:13])=O)=[CH:9][CH:8]=2)=[CH:4][CH:3]=1.C1(OP(Cl)(OC2C=CC=CC=2)=O)C=CC=CC=1.[NH2:35][C@@H:36]1[CH:41]2[CH2:42][CH2:43][N:38]([CH2:39][CH2:40]2)[CH2:37]1.CO>C(Cl)Cl>[N:38]12[CH2:43][CH2:42][CH:41]([CH2:40][CH2:39]1)[C@@H:36]([NH:35][C:11](=[O:13])[C:10]1[CH:9]=[CH:8][C:7]([O:6][C:5]3[CH:4]=[CH:3][C:2]([F:1])=[CH:17][CH:16]=3)=[CH:15][CH:14]=1)[CH2:37]2. Procedure: TEA (50 μL, 0.35 mmol) is added to a suspension of the acid from Step F (81 mg, 0.35 mmol) in CH2Cl2 (1 mL). Diphenylchlorophosphate (62 μL, 0.3 mmol) is added and the resulting solution is stirred at room temperature for 30 minutes. A solution of (R)-3-aminoquinuclidine (1.0M in CH3CN, 0.2 mL, 0.2 mmol) is added and the resulting solution is shaken overnight at room temperature. MeOH is added and the mixture is poured through a column of AG50W×2 ion exchange resin (H+ form). The resin is washed... Reactants: C(C1=C(C=CC=C1)SSC1=C(C(=O)Cl)C=CC=C1)(=O)Cl (2,2'-dithiobisbenzoyl chloride), NC1=C(SC=C1)C(=O)OC (methyl 3-amino-2-thiophenecarboxylate). Run in ClCCl (dichloromethane), N1=CC=CC=C1 (pyridine). Run at temperature 23 celsius, time 18 hour. Yields the product C1(=C(C=CC=C1)SSC1=C(C=CC=C1)C(=O)NC1=C(SC=C1)C(=O)OC)C(=O)NC1=C(SC=C1)C(=O)OC (3,3'-[Dithiobis(2,1-phenylenecarbonylimino)]bis-2-thiophenecarboxylic acid, dimethyl ester). Yield: 59.0%. As a reaction SMILES: [C:1](Cl)(=[O:19])[C:2]1[CH:7]=[CH:6][CH:5]=[CH:4][C:3]=1[S:8][S:9][C:10]1[CH:18]=[CH:17][CH:16]=[CH:15][C:11]=1[C:12](Cl)=[O:13].[NH2:21][C:22]1[CH:26]=[CH:25][S:24][C:23]=1[C:27]([O:29][CH3:30])=[O:28]>ClCCl.N1C=CC=CC=1>[C:11]1([C:12]([NH:21][C:22]2[CH:26]=[CH:25][S:24][C:23]=2[C:27]([O:29][CH3:30])=[O:28])=[O:13])[CH:15]=[CH:16][CH:17]=[CH:18][C:10]=1[S:9][S:8][C:3]1[CH:4]=[CH:5][CH:6]=[CH:7][C:2]=1[C:1]([NH:21][C:22]1[CH:26]=[CH:25][S:24][C:23]=1[C:27]([O:29][CH3:30])=[O:28])=[O:19]. Procedure details: A solution of 2,2'-dithiobisbenzoyl chloride (2.00 g, 5.83 mmol) in 50 mL of dichloromethane was added to a solution of methyl 3-amino-2-thiophenecarboxylate (1.82 g, 11.6 mmol) in 14 mL of pyridine at 23° C. The reaction mixture was stirred for 18 hours at 23° C. under nitrogen atmosphere. The precipitate formed was collected by filtration, then triturated with 5% aqueous HCl and washed with water to yield the crude product. The crude material was recrystallized first from ethanol, then from ac...